describe an organic reaction: reactants, conditions, products, and yield From a dataset of the Open Reaction Database (ORD), a public repository of structured organic reaction records. Starting materials: [Na] (Sodium), SCC(=O)OCC (ethyl mercaptoacetate), [Cl-] (chloride), [Cl-] (chloride), mercaptan, Cl.N1=CC=C(C=C1)CCl (4-Picolyl chloride hydrochloride), [O-]CC.[Na+] (sodium ethoxide). The solvent is C(C)O (ethanol), C(C)O (ethanol), C(C)O (ethanol). Reaction conditions: time 1 hour. The product is N1=CC=C(C=C1)CSCC(=O)OCC (Ethyl 2-(4-Picolylthio)acetate). Isolated yield 77.6%. RXN SMILES: [Na].[O-]CC.[Na+].Cl.[N:7]1[CH:12]=[CH:11][C:10]([CH2:13]Cl)=[CH:9][CH:8]=1.[SH:15][CH2:16][C:17]([O:19][CH2:20][CH3:21])=[O:18].[Cl-]>C(O)C>[N:7]1[CH:12]=[CH:11][C:10]([CH2:13][S:15][CH2:16][C:17]([O:19][CH2:20][CH3:21])=[O:18])=[CH:9][CH:8]=1 |f:1.2,3.4,^1:0|. Procedure details: Under nitrogen, absolute ethanol (120 ml.) was warmed to 40° C. Sodium metal (5.18 g., 0.225 mole) was added portionwise at such a rate as to maintain gentle reflux. After one hour, the resulting clear solution of sodium ethoxide was cooled in an ice-water bath. 4-Picolyl chloride hydrochloride (16.4 g., 0.10 mole) was slurried in 60 ml. of ethanol and ethyl mercaptoacetate (13.2 g., 0.11 mole) in 30 ml. of ethanol were placed in separate addition funnels. After 10% of the organic chloride was a... The reactants are NC1=CC=C(C=C1)O (4-aminophenol), C(C)(C)(C)[C@@H]1CC[C@H](CC1)C(=O)Cl (trans-4-tert-butyl-cyclohexanecarbonyl chloride), N1=CC=CC=C1 (pyridine). The solvent is ClCCl (dichloromethane). Run at time 8 hour. Product: OC1=CC=C(C=C1)NC(=O)[C@@H]1CC[C@H](CC1)C(C)(C)C (trans-4-tert-Butyl-cyclohexanecarboxylic acid (4-hydroxy-phenyl)-amide). The yield is 35.4%. Reaction SMILES: [NH2:1][C:2]1[CH:7]=[CH:6][C:5]([OH:8])=[CH:4][CH:3]=1.[C:9]([C@H:13]1[CH2:18][CH2:17][C@H:16]([C:19](Cl)=[O:20])[CH2:15][CH2:14]1)([CH3:12])([CH3:11])[CH3:10].N1C=CC=CC=1>ClCCl>[OH:8][C:5]1[CH:6]=[CH:7][C:2]([NH:1][C:19]([C@H:16]2[CH2:17][CH2:18][C@H:13]([C:9]([CH3:12])([CH3:11])[CH3:10])[CH2:14][CH2:15]2)=[O:20])=[CH:3][CH:4]=1. Procedure details: To a solution of 4-aminophenol (3.08 g, 28.2 mmol) in dichloromethane (50 ml) were added cis/trans-4-tert-butyl-cyclohexanecarbonyl chloride (11.43 g, 56.4 mmol) and pyridine (4.56 ml, 56.4 mmol), while cooling the reaction mixture in an ice bath. After the addition was completed, the cooling bath was removed and stirring was continued overnight at room temperature. The solvent was removed by evaporation and the residue was dissolved in THF (300 ml). 6N NaOH (aq, 33 ml) was added and the mixture... The reactants are NC1CCN(CC1)CCN1C(C=CC2=CC=C(C=C12)C#N)=O (1-[2-(4-Aminopiperidin-1-yl)ethyl]-2-oxo-1,2-dihydroquinoline-7-carbonitrile), NC1CCN(CC1)CCN1C(C=CC2=CC=C(C=C12)C#N)=O (1-[2-(4-Aminopiperidin-1-yl)ethyl]-2-oxo-1,2-dihydroquinoline-7-carbonitrile), O=C1NC2=C(OC1)C=CC(=N2)C=O (3-oxo-3,4-dihydro-2H-pyrido[3,2-b][1,4]oxazine-6-carbaldehyde), C(C)(=O)O[BH-](OC(C)=O)OC(C)=O.[Na+] (sodium triacetoxy borohydride). The product is O=C1N(C2=CC(=CC=C2C=C1)C#N)CCN1CCC(CC1)NCC=1C=CC=2OCC(NC2N1)=O (2-Oxo-1-[2-(4-{[(3-oxo-3,4-dihydro-2H-pyrido[3,2-b][1,4]oxazin-6-yl)methyl]amino}piperidin-1-yl)ethyl]-1,2-dihydroquinoline-7-carbonitrile). RXN SMILES: [NH2:1][CH:2]1[CH2:7][CH2:6][N:5]([CH2:8][CH2:9][N:10]2[C:19]3[C:14](=[CH:15][CH:16]=[C:17]([C:20]#[N:21])[CH:18]=3)[CH:13]=[CH:12][C:11]2=[O:22])[CH2:4][CH2:3]1.[O:23]=[C:24]1[CH2:29][O:28][C:27]2[CH:30]=[CH:31][C:32]([CH:34]=O)=[N:33][C:26]=2[NH:25]1.C(O[BH-](OC(=O)C)OC(=O)C)(=O)C.[Na+]>>[O:22]=[C:11]1[CH:12]=[CH:13][C:14]2[C:19](=[CH:18][C:17]([C:20]#[N:21])=[CH:16][CH:15]=2)[N:10]1[CH2:9][CH2:8][N:5]1[CH2:6][CH2:7][CH:2]([NH:1][CH2:34][C:32]2[CH:31]=[CH:30][C:27]3[O:28][CH2:29][C:24](=[O:23])[NH:25][C:26]=3[N:33]=2)[CH2:3][CH2:4]1 |f:2.3|. Reported procedure: 1-[2-(4-Aminopiperidin-1-yl)ethyl]-2-oxo-1,2-dihydroquinoline-7-carbonitrile (Intermediate 14, 70 mg, 0.24 mmol), 3-oxo-3,4-dihydro-2H-pyrido[3,2-b][1,4]oxazine-6-carbaldehyde (WO 2004/058144) (42 mg, 0.24 mmol)and sodium triacetoxy borohydride (150 mg, 0.75 mmol) were reacted as described for Example 5. Chromatography on silica gel with dichloromethane/methanol (6:1) and crystallization from ethyl acetate/hexanes gave the product as a colorless solid, 73 mg (67%), mp 212° C. Run in CN(C=O)C (N,N-dimethylformamide). Reaction conditions: temperature 100 celsius, time 2 hour. Reported procedure: A mixture comprising 1.0 g of methyl 2-ethoxy-5-hydroxy-2,3-dihydrobenzofuran-4-carboxylate, 1.0 g of 4,6-dimethoxy-2-methylsulfonylpyrimidine and 0.78 g of potassium carbonate in 30 ml of N,N-dimethylformamide, was heated and stirred at 100° C. for two hours. The mixture was returned to room temperature, then poured into water and extracted with ethyl acetate. The organic layer was washed with water and then dried over anhydrous sodium sulfate. It was concentrated under reduced pressure, and th... Starting materials: C(C)OC1OC=2C(C1)=C(C(=CC2)O)C(=O)OC (methyl 2-ethoxy-5-hydroxy-2,3-dihydrobenzofuran-4-carboxylate), O (water), COC1=NC(=NC(=C1)OC)S(=O)(=O)C (4,6-dimethoxy-2-methylsulfonylpyrimidine), C([O-])([O-])=O.[K+].[K+] (potassium carbonate). As a reaction SMILES: [CH2:1]([O:3][CH:4]1[CH2:8][C:7]2=[C:9]([C:14]([O:16][CH3:17])=[O:15])[C:10]([OH:13])=[CH:11][CH:12]=[C:6]2[O:5]1)[CH3:2].[CH3:18][O:19][C:20]1[CH:25]=[C:24]([O:26][CH3:27])[N:23]=[C:22](S(C)(=O)=O)[N:21]=1.C(=O)([O-])[O-].[K+].[K+].O>CN(C)C=O>[CH3:18][O:19][C:20]1[CH:25]=[C:24]([O:26][CH3:27])[N:23]=[C:22]([O:13][C:10]2[C:9]([C:14]([O:16][CH3:17])=[O:15])=[C:7]3[CH2:8][CH:4]([O:3][CH2:1][CH3:2])[O:5][C:6]3=[CH:12][CH:11]=2)[N:21]=1 |f:2.3.4|. Yields the product COC1=NC(=NC(=C1)OC)OC1=CC=C2C(CC(O2)OCC)=C1C(=O)OC (Methyl 5-(4,6-Dimethoxypyrimidin-2-yl)oxy-2-ethoxy-2,3-dihydrobenzofuran-4-carboxylate). Isolated yield 95.0%.